Dataset: the Open Reaction Database (ORD), a public repository of structured organic reaction records. Task: describe an organic reaction: reactants, conditions, products, and yield Reactants: CCCC(=O)OC(C)c1nccc(=O)[nH]1, O=P(Cl)(Cl)Cl. Yields the product CCCC(=O)OC(C)c1nccc(Cl)n1. As a reaction SMILES: [C:1]([CH2:2][CH2:3][CH3:4])(=[O:5])[O:6][CH:7]([CH3:8])[c:9]1[n:10][cH:11][cH:12][c:13](=[O:15])[nH:14]1.[P:16]([Cl:17])([Cl:18])([Cl:19])=[O:20]>>[C:1]([CH2:2][CH2:3][CH3:4])(=[O:5])[O:6][CH:7]([CH3:8])[c:9]1[n:10][cH:11][cH:12][c:13]([Cl:18])[n:14]1. RXN SMILES: [CH3:1][C:2]1[S:6][C:5]([CH:7]=[C:8]([C:14]([O:16][CH2:17][CH3:18])=[O:15])[C:9]([O:11][CH2:12][CH3:13])=[O:10])=[CH:4][CH:3]=1.[C-:19]#[N:20].C([Al+]CC)C.C1(C)C=CC=CC=1>C1COCC1>[C:19]([CH:7]([C:5]1[S:6][C:2]([CH3:1])=[CH:3][CH:4]=1)[CH:8]([C:14]([O:16][CH2:17][CH3:18])=[O:15])[C:9]([O:11][CH2:12][CH3:13])=[O:10])#[N:20] |f:1.2|. Run at time 1.5 hour. The product is C(#N)C(C(C(=O)OCC)C(=O)OCC)C=1SC(=CC1)C (Diethyl 2-[Cyano(5-methyl-2-thienyl)methyl]-propanedioate). Run in C1CCOC1 (THF). Reported procedure: A 50.60 g (0.189 moles) sample of diethyl 2-[(5-methyl-2-thienyl)methylene]propanedioate, the product of Example 1a., was taken up in 560 ml dry THF. The solution was cooled in an ice bath. 560 ml of 1N diethyl aluminum cyanide in toluene (0.57 moles) was added dropwise over one hr. The ice bath was then removed and the reaction was stirred at room temperature for 1.5 hr. After this time the reaction was cooled again in an ice bath and 168 ml of 3N sodium hydroxide was added slowly. This was sti... The reactants are CC1=CC=C(S1)C=C(C(=O)OCC)C(=O)OCC (diethyl 2-[(5-methyl-2-thienyl)methylene]propanedioate), product, [C-]#N.C(C)[Al+]CC (diethyl aluminum cyanide), C1(=CC=CC=C1)C (toluene). Conditions: temperature 0 celsius, time 10 minute. Reactants: OC1=CC=C(C=C1)C1=CC=CC=C1 (4-hydroxybiphenyl), COC(=O)C=1OC(=C(C1)CO)C (4-Hydroxymethyl-5-methyl-furan-2-carboxylic acid methyl ester), OC1=CC=C(C=C1)C1=CC=CC=C1 (4-Hydroxybiphenyl), C1(=CC=CC=C1)P(C1=CC=CC=C1)C1=CC=CC=C1 (triphenylphosphine), CC(C)OC(=O)/N=N/C(=O)OC(C)C (diisopropylazodicarboxylate). Procedure: A solution of 4-hydroxymethyl-5-methyl-furan-2-carboxylic acid methyl ester (16) (1 g) in anhydrous tetrahydrofuran (20 mL) was cooled to 0° C. under a nitrogen atmosphere. 4-Hydroxybiphenyl (3 g) and triphenylphosphine (4.61 g) were added and the mixture was treated with diisopropylazodicarboxylate (3.46 mL) dropwise. The mixture was stirred at 0° C. for 10 min then cooling was removed and the mixture stirred for a further 3 hours. The solvent was removed in vacuo and the residue was partitione... As a reaction SMILES: [CH3:1][O:2][C:3]([C:5]1[O:6][C:7]([CH3:12])=[C:8]([CH2:10][OH:11])[CH:9]=1)=[O:4].O[C:14]1[CH:19]=[CH:18][C:17]([C:20]2[CH:25]=[CH:24][CH:23]=[CH:22][CH:21]=2)=[CH:16][CH:15]=1.C1(P(C2C=CC=CC=2)C2C=CC=CC=2)C=CC=CC=1.CC(OC(/N=N/C(OC(C)C)=O)=O)C>O1CCCC1>[CH3:1][O:2][C:3]([C:5]1[O:6][C:7]([CH3:12])=[C:8]([CH2:10][O:11][C:23]2[CH:24]=[CH:25][C:20]([C:17]3[CH:18]=[CH:19][CH:14]=[CH:15][CH:16]=3)=[CH:21][CH:22]=2)[CH:9]=1)=[O:4]. Run in O1CCCC1 (tetrahydrofuran). The product is COC(=O)C=1OC(=C(C1)COC1=CC=C(C=C1)C1=CC=CC=C1)C (4-(Biphenyl-4-yloxymethyl)-5-methyl-furan-2-carboxylic acid methyl ester). The reactants are BrCC1=NC(=CC=C1)C(F)(F)F (2-bromomethyl-6-trifluoromethyl-pyridine), CC=1C=C(C(=O)C2=CNC3=CC=CC=C3C2=O)C=CC1C (3-(3,4-dimethyl-benzoyl)-1H-quinolin-4-one), [H-].[Na+] (sodium hydride). The solvent is CN(C=O)C (N,N-dimethylformamide). Reaction conditions: time 6 hour. Yields the product CC=1C=C(C(=O)C2=CN(C3=CC=CC=C3C2=O)CC2=NC(=CC=C2)C(F)(F)F)C=CC1C (3-(3,4-dimethyl-benzoyl)-1-(6-trifluoromethyl-pyridin-2-ylmethyl)-1H-quinolin-4-one), product. Reaction SMILES: [CH3:1][C:2]1[CH:3]=[C:4]([CH:18]=[CH:19][C:20]=1[CH3:21])[C:5]([C:7]1[C:16](=[O:17])[C:15]2[C:10](=[CH:11][CH:12]=[CH:13][CH:14]=2)[NH:9][CH:8]=1)=[O:6].[H-].[Na+].Br[CH2:25][C:26]1[CH:31]=[CH:30][CH:29]=[C:28]([C:32]([F:35])([F:34])[F:33])[N:27]=1>CN(C)C=O>[CH3:1][C:2]1[CH:3]=[C:4]([CH:18]=[CH:19][C:20]=1[CH3:21])[C:5]([C:7]1[C:16](=[O:17])[C:15]2[C:10](=[CH:11][CH:12]=[CH:13][CH:14]=2)[N:9]([CH2:25][C:26]2[CH:31]=[CH:30][CH:29]=[C:28]([C:32]([F:34])([F:33])[F:35])[N:27]=2)[CH:8]=1)=[O:6] |f:1.2|. Procedure: Compound 4xx was prepared following the procedure described in Step 3 of Example 1 using 55 mg (0.20 mmol) of 3-(3,4-dimethyl-benzoyl)-1H-quinolin-4-one, 10 mg (0.26 mmol) of 60% sodium hydride and 62 mg (0.26 mmol) of 2-bromomethyl-6-trifluoromethyl-pyridine, and 1.7 mL N,N-dimethylformamide and stirring the reaction mixture for 6 h at rt. The crude product was purified by flash chromatography using 20-75% ethyl acetate in hexane yielded to provide 45 mg of the product as white solid: LC-MSD, m... The reactants are ClCCCC(=O)Cl (4-chlorobutyryl chloride), C1(=CC=CC=C1)C (toluene), [Al+3].[Cl-].[Cl-].[Cl-] (AlCl3), ClCCl (dichloromethane). Reaction conditions: time 30 minute. The product is ClCCC(CC1=CC=C(C=C1)C)=O (4-chloro-1-(4methylphenyl)butanone). As a reaction SMILES: ClC[CH2:3][CH2:4][C:5](Cl)=[O:6].[C:8]1([CH3:14])[CH:13]=[CH:12][CH:11]=[CH:10][CH:9]=1.[Al+3].[Cl-:16].[Cl-].[Cl-].Cl[CH2:20]Cl>>[Cl:16][CH2:3][CH2:4][C:5](=[O:6])[CH2:14][C:8]1[CH:13]=[CH:12][C:11]([CH3:20])=[CH:10][CH:9]=1 |f:2.3.4.5|. Reported procedure: A mixture of 560 ml of 4-chlorobutyryl chloride and 550 ml of toluene is added dropwise to a suspension of 740 g of AlCl3 in 2 l of dichloromethane, the temperature being maintained at between 10° and 15° C. The reaction mixture is stirred for 30 min at room temperature and poured on to ice. After decantation, the organic phase is separated off and the aqueous phase is extracted with dichloromethane. The organic phases are combined, washed with water and then dried and concentrated under vacuum ...